Task: describe an organic reaction: reactants, conditions, products, and yield. Dataset: the Open Reaction Database (ORD), a public repository of structured organic reaction records Starting materials: NC=1C=C(C=NC1)C=1N(C2=CC=CC=C2C1)C (2-(5-amino-pyridin-3-yl)-1-methyl-1H-indole), CS(=O)(=O)Cl (methanesulfonyl chloride), 225c. Product: CN1C(=CC2=CC=CC=C12)C=1C=C(C=NC1)NS(=O)(=O)C (methanesulfonic acid [5-(1-methyl-1H-indol-2-yl)-pyridin-3-yl]-amide). Reaction SMILES: [NH2:1][C:2]1[CH:3]=[C:4]([C:8]2[N:9]([CH3:17])[C:10]3[C:15]([CH:16]=2)=[CH:14][CH:13]=[CH:12][CH:11]=3)[CH:5]=[N:6][CH:7]=1.[CH3:18][S:19](Cl)(=[O:21])=[O:20]>>[CH3:17][N:9]1[C:10]2[C:15](=[CH:14][CH:13]=[CH:12][CH:11]=2)[CH:16]=[C:8]1[C:4]1[CH:3]=[C:2]([NH:1][S:19]([CH3:18])(=[O:21])=[O:20])[CH:7]=[N:6][CH:5]=1. Procedure: 2-(5-amino-pyridin-3-yl)-1-methyl-1H-indole (Example 100) and methanesulfonyl chloride are processed according to the methods described in Example 225a and 225c to give methanesulfonic acid [5-(1-methyl-1H-indol-2-yl)-pyridin-3-yl]-amide. 1H NMR (400 MHz, DMSO-d6) δ ppm 3.15 (s, 3H), 3.77 (s, 3H), 6.71 (s, 1H), 7.06-7.13 (m, 1H), 7.23 (ddd, J=8.2, 7.1, 1.1 Hz, 1H), 7.53 (d, J=7.6 Hz, 1H), 7.61 (d, J=7.6 Hz, 1H), 7.79 (t, J=2.2 Hz, 1H), 8.48 (d, J=2.3 Hz, 1H), 8.58 (d, J=2.0 Hz, 1H), 10.18 (s, 1H...